This data is from the Open Reaction Database (ORD), a public repository of structured organic reaction records. The task is: describe an organic reaction: reactants, conditions, products, and yield Starting materials: CCOC(=O)c1ccc(-c2cc3cc(S(C)(=O)=O)ccc3n2Cc2ccc(F)cc2)nc1, CO, Cl, [K+], [OH-], O. Yields the product COC(=O)c1ccc(-c2cc3cc(S(C)(=O)=O)ccc3n2Cc2ccc(F)cc2)nc1. As a reaction SMILES: [CH2:1]([CH3:2])[O:3][C:4](=[O:5])[c:6]1[cH:7][cH:8][c:9](-[c:12]2[n:13]([CH2:25][c:26]3[cH:27][cH:28][c:29]([F:32])[cH:30][cH:31]3)[c:14]3[cH:15][cH:16][c:17]([S:21](=[O:22])(=[O:23])[CH3:24])[cH:18][c:19]3[cH:20]2)[n:10][cH:11]1.[CH3:35][OH:36].[ClH:37].[K+:34].[OH-:33].[OH2:38]>>[CH3:1][O:3][C:4](=[O:5])[c:6]1[cH:7][cH:8][c:9](-[c:12]2[n:13]([CH2:25][c:26]3[cH:27][cH:28][c:29]([F:32])[cH:30][cH:31]3)[c:14]3[cH:15][cH:16][c:17]([S:21](=[O:22])(=[O:23])[CH3:24])[cH:18][c:19]3[cH:20]2)[n:10][cH:11]1. The product is Cc1ccc2c(Nc3ccc(C#N)cc3)nccc2c1N. As a reaction SMILES: [C:29](=[O:30])([O-:31])[O-:32].[CH3:1][c:2]1[c:3]([N+:21]([O-:22])=[O:23])[c:4]2[cH:5][cH:6][n:7][c:8]([NH:12][c:13]3[cH:14][cH:15][c:16]([C:17]#[N:18])[cH:19][cH:20]3)[c:9]2[cH:10][cH:11]1.[CH3:35][CH2:36][OH:37].[Na+:33].[Na+:34].[OH2:24].[OH2:25].[Sn:26]([Cl:27])[Cl:28]>>[CH3:1][c:2]1[c:3]([NH2:21])[c:4]2[cH:5][cH:6][n:7][c:8]([NH:12][c:13]3[cH:14][cH:15][c:16]([C:17]#[N:18])[cH:19][cH:20]3)[c:9]2[cH:10][cH:11]1. Starting materials: O=C([O-])[O-], Cc1ccc2c(Nc3ccc(C#N)cc3)nccc2c1[N+](=O)[O-], CCO, [Na+], [Na+], O, O, Cl[Sn]Cl.